From a dataset of the Open Reaction Database (ORD), a public repository of structured organic reaction records. describe an organic reaction: reactants, conditions, products, and yield The reactants are FC1=CC=C2CCCC(C2=C1)C(=O)O (7-fluoro-1,2,3,4-tetrahydronaphthalene-1-carboxylic acid), CN(C1=CC=C(C=C1)CNC1=CC=C(C=C1)OC)C ([(4-dimethylaminophenyl)methyl](4-methoxyphenyl)amine). The product is CN(C1=CC=C(C=C1)CN(C(=O)C1CCCC2=CC=C(C=C12)F)C1=CC=C(C=C1)OC)C (N-[(4-dimethylaminophenyl)methyl]-7-fluoro-N-(4-methoxyphenyl)-1,2,3,4-tetrahydronaphthalene-1-carboxamide). Reaction SMILES: [F:1][C:2]1[CH:11]=[C:10]2[C:5]([CH2:6][CH2:7][CH2:8][CH:9]2[C:12]([OH:14])=O)=[CH:4][CH:3]=1.[CH3:15][N:16]([CH3:33])[C:17]1[CH:22]=[CH:21][C:20]([CH2:23][NH:24][C:25]2[CH:30]=[CH:29][C:28]([O:31][CH3:32])=[CH:27][CH:26]=2)=[CH:19][CH:18]=1>>[CH3:15][N:16]([CH3:33])[C:17]1[CH:18]=[CH:19][C:20]([CH2:23][N:24]([C:25]2[CH:26]=[CH:27][C:28]([O:31][CH3:32])=[CH:29][CH:30]=2)[C:12]([CH:9]2[C:10]3[C:5](=[CH:4][CH:3]=[C:2]([F:1])[CH:11]=3)[CH2:6][CH2:7][CH2:8]2)=[O:14])=[CH:21][CH:22]=1. Procedure: By the reaction and treatment in the same manner as in Example 12 using 7-fluoro-1,2,3,4-tetrahydronaphthalene-1-carboxylic acid (0.41 g) and [(4-dimethylaminophenyl)methyl](4-methoxyphenyl)amine (0.54 g) as starting materials, N-[(4-dimethylaminophenyl)methyl]-7-fluoro-N-(4-methoxyphenyl)-1,2,3,4-tetrahydronaphthalene-1-carboxamide was obtained. This compound was dissolved in ethyl acetate, and 4 mol/L-HCl/dioxane was added. The precipitated solid was collected by filtration to give N-[(4-dimet... The reactants are [OH-].[Na+] (sodium hydroxide), Cl (hydrochloric acid), ClC1=C(C=CC=2C(C3=CC=CC(=C3OC12)Cl)=O)O (4,5-dichloro-3-hydroxy-9-oxo-9H-xanthene), C([O-])([O-])=O.[K+].[K+] (potassium carbonate), BrCC(=O)OCC (ethyl bromoacetate). Run in O (water), CN(C)C=O (DMF). Conditions: time 4 hour. Product: ClC1=C(C=CC=2C(C3=CC=CC(=C3OC12)Cl)=O)OCC(=O)O (4,5-dichloro-9-oxo-9H-xanthene-3-yloxyacetic acid). The yield is 62.2%. RXN SMILES: [Cl:1][C:2]1[C:15]2[O:14][C:13]3[C:8](=[CH:9][CH:10]=[CH:11][C:12]=3[Cl:16])[C:7](=[O:17])[C:6]=2[CH:5]=[CH:4][C:3]=1[OH:18].C(=O)([O-])[O-].[K+].[K+].Br[CH2:26][C:27]([O:29]CC)=[O:28].[OH-].[Na+].Cl>O.CN(C=O)C>[Cl:1][C:2]1[C:15]2[O:14][C:13]3[C:8](=[CH:9][CH:10]=[CH:11][C:12]=3[Cl:16])[C:7](=[O:17])[C:6]=2[CH:5]=[CH:4][C:3]=1[O:18][CH2:26][C:27]([OH:29])=[O:28] |f:1.2.3,5.6|. Procedure: A mixture of 4,5-dichloro-3-hydroxy-9-oxo-9H-xanthene (2.0 g), potassium carbonate (3.4 g), ethyl bromoacetate (4.2 g) and DMF (60 ml) was stirred at 60°-65° C. for 4 hours. After cooling the mixture, sodium hydroxide (4 g) and water (100 ml) were added and the resulting mixture was stirred at 90°-100° C. for 30 minutes. After cooling, the mixture was rendered acidic with hydrochloric acid and the solid crystal was recovered by filtration, washed with water and dried. Recrystallization from DMF ... The yield is 56.0%. RXN SMILES: [Cl:1][C:2]1[CH:7]=[CH:6][C:5](/[C:8](/[CH3:24])=[CH:9]/[S:10]([NH:13][C:14]2[CH:19]=[CH:18][CH:17]=[CH:16][C:15]=2[S:20]([NH2:23])(=[O:22])=[O:21])(=[O:12])=[O:11])=[CH:4][CH:3]=1.ClC1C=CC(C(=C)CS(NC2C=CC=CC=2S(N)(=O)=O)(=O)=O)=CC=1>CCOC(C)=O>[Cl:1][C:2]1[CH:7]=[CH:6][C:5]([CH:8]([CH3:24])[CH2:9][S:10]([NH:13][C:14]2[CH:19]=[CH:18][CH:17]=[CH:16][C:15]=2[S:20]([NH2:23])(=[O:22])=[O:21])(=[O:11])=[O:12])=[CH:4][CH:3]=1. Solvent: CCOC(=O)C (EtOAc). The product is ClC1=CC=C(C=C1)C(CS(=O)(=O)NC1=C(C=CC=C1)S(=O)(=O)N)C (2-[2-(4-Chlorophenyl)propylsulfonylamino]benzenesulfonamide). Procedure: A mixture of (E)-2-(2-(4-chlorophenyl)prop-1-enylsulfonamido)benzenesulfonamide and 2-[2-(4-chlorophenyl)prop-2-enylsulfonylamino]benzenesulfonamide (100 mg, 0.26 mmol) was dissolved in EtOAc in a 5 mL syringe. The solution was filtered and injected into the H-cube (1 ml/min, full hydrogen. 10% Pd/C). The solvent was then removed under reduced pressure and the crude material was purified by preparative HPLC (XTerra MS C8 column, acetonitrile/ammonium acetate buffer) to give the title compound (5... The reactants are ClC1=CC=C(C=C1)/C(=C/S(=O)(=O)NC1=C(C=CC=C1)S(=O)(=O)N)/C ((E)-2-(2-(4-chlorophenyl)prop-1-enylsulfonamido)benzenesulfonamide), ClC1=CC=C(C=C1)C(CS(=O)(=O)NC1=C(C=CC=C1)S(=O)(=O)N)=C (2-[2-(4-chlorophenyl)prop-2-enylsulfonylamino]benzenesulfonamide). Reactants: BrCc1ccccc1, O=C([O-])[O-], CCC(C)=O, COC(=O)Cc1ccc(O)c(Cl)c1, [K+], [K+]. The product is COC(=O)Cc1ccc(OCc2ccccc2)c(Cl)c1. As a reaction SMILES: [Br:20][CH2:21][c:22]1[cH:23][cH:24][cH:25][cH:26][cH:27]1.[C:14](=[O:15])([O-:16])[O-:17].[CH2:28]([C:29]([CH3:30])=[O:31])[CH3:32].[Cl:1][c:2]1[cH:3][c:4]([CH2:9][C:10](=[O:11])[O:12][CH3:13])[cH:5][cH:6][c:7]1[OH:8].[K+:18].[K+:19]>>[Cl:1][c:2]1[cH:3][c:4]([CH2:9][C:10](=[O:11])[O:12][CH3:13])[cH:5][cH:6][c:7]1[O:8][CH2:21][c:22]1[cH:23][cH:24][cH:25][cH:26][cH:27]1. Reactants: ClC=1C=C2C=C(NC2=CC1)C(=O)O (5-Chloro-1H-indol-2-carboxylic acid), N[C@H]1[C@@H](C2=CC=CC=C2C1)NS(=O)(=O)C (N-[(1R,2R)-2-amino-2,3-dihydro-1H-inden-1-yl]methanesulfonamide), CCN(C(C)C)C(C)C (DIPEA), C=1C=CC2=C(C1)N=NN2O (HOBT), CCN=C=NCCCN(C)C (EDCI). Run in C(Cl)Cl (DCM), CCOC(=O)C (EtOAc). Run at time 20 hour. Yields the product ClC=1C=C2C=C(NC2=CC1)C(=O)N[C@H]1[C@@H](C2=CC=CC=C2C1)NS(=O)(=O)C (5-Chloro-N-{(1R,2R)-1-[(methylsulfonyl)amino]-2,3-dihydro-1H-inden-2-yl)-1H-indole-2-carboxamide). The yield is 79.2%. As a reaction SMILES: [Cl:1][C:2]1[CH:3]=[C:4]2[C:8](=[CH:9][CH:10]=1)[NH:7][C:6]([C:11]([OH:13])=O)=[CH:5]2.[NH2:14][C@@H:15]1[CH2:23][C:22]2[C:17](=[CH:18][CH:19]=[CH:20][CH:21]=2)[C@H:16]1[NH:24][S:25]([CH3:28])(=[O:27])=[O:26].CCN(C(C)C)C(C)C.C1C=CC2N(O)N=NC=2C=1.CCN=C=NCCCN(C)C>C(Cl)Cl.CCOC(C)=O>[Cl:1][C:2]1[CH:3]=[C:4]2[C:8](=[CH:9][CH:10]=1)[NH:7][C:6]([C:11]([NH:14][C@@H:15]1[CH2:23][C:22]3[C:17](=[CH:18][CH:19]=[CH:20][CH:21]=3)[C@H:16]1[NH:24][S:25]([CH3:28])(=[O:27])=[O:26])=[O:13])=[CH:5]2. Procedure details: 5-Chloro-1H-indol-2-carboxylic acid (196 mg, 1.0 mmol), N-[(1R,2R)-2-amino-2,3-dihydro-1H-inden-1-yl]methanesulfonamide (Method 2; 226 mg, 1.0 mmol), DIPEA (0.17 ml, 1.0 mmol), and HOBT (130 mg, 1.0 mmol) was stirred in DCM (10 ml) for one minute. EDCI (240 mg, 1.25 mmol) was added and the mixture stirred at room temperature for 20 hours. The mixture was diluted with EtOAc, washed with water (2×25 ml), dried over magnesium sulphate and evaporated to give the title compound (320 mg, 79%) as a foa... The reactants are O=C([O-])O, CC1(C)NC(=O)N(c2ccc(C#N)c(C(F)(F)F)c2)C1=N, Cl. Yields the product CC1(C)NC(=O)N(c2ccc(C#N)c(C(F)(F)F)c2)C1=O. As a reaction SMILES: [C:22]([O-:23])(=[O:24])[OH:25].[CH3:1][C:2]1([CH3:21])[NH:3][C:4](=[O:20])[N:5]([c:8]2[cH:9][c:10]([C:16]([F:17])([F:18])[F:19])[c:11]([C:12]#[N:13])[cH:14][cH:15]2)[C:6]1=[NH:7].[ClH:26]>>[CH3:1][C:2]1([CH3:21])[NH:3][C:4](=[O:20])[N:5]([c:8]2[cH:9][c:10]([C:16]([F:17])([F:18])[F:19])[c:11]([C:12]#[N:13])[cH:14][cH:15]2)[C:6]1=[O:23]. Starting materials: FC1=C(C(=O)NC(CCl)C2=CC=C(C=C2)C2=CC(=C(C=C2)OC(C)=O)CCC)C(=CC=C1)F (2,6-difluoro-N-[2-chloro-1-(4-(4-acetoxy-3-n-propylphenyl)phenyl)ethyl]-benzamide), [OH-].[Na+] (sodium hydroxide), N (ammonia). Solvent: CN(C=O)C (dimethylformamide), O (water). Reaction conditions: time 8 hour. Product: FC1=C(C(=CC=C1)F)C=1OCC(N1)C1=CC=C(C=C1)C1=CC(=C(C=C1)O)CCC (2-(2,6-Difluorophenyl)-4-(4-(4-hydroxy-3-n-propylphenyl)phenyl)-2-oxazoline). RXN SMILES: [OH-].[Na+].[F:3][C:4]1[CH:34]=[CH:33][CH:32]=[C:31]([F:35])[C:5]=1[C:6]([NH:8][CH:9]([C:12]1[CH:17]=[CH:16][C:15]([C:18]2[CH:23]=[CH:22][C:21]([O:24]C(=O)C)=[C:20]([CH2:28][CH2:29][CH3:30])[CH:19]=2)=[CH:14][CH:13]=1)[CH2:10]Cl)=[O:7].N>O.CN(C)C=O>[F:35][C:31]1[CH:32]=[CH:33][CH:34]=[C:4]([F:3])[C:5]=1[C:6]1[O:7][CH2:10][CH:9]([C:12]2[CH:17]=[CH:16][C:15]([C:18]3[CH:23]=[CH:22][C:21]([OH:24])=[C:20]([CH2:28][CH2:29][CH3:30])[CH:19]=3)=[CH:14][CH:13]=2)[N:8]=1 |f:0.1|. Procedure: At −10° C., a solution of 3.7 g (92 mmol) of sodium hydroxide in 10 ml of water is added dropwise with stirring to a solution of 27 g (57 mmol) of 2,6-difluoro-N-[2-chloro-1-(4-(4-acetoxy-3-n-propylphenyl)phenyl)ethyl]-benzamide in 150 ml of dimethylformamide. The mixture is stirred overnight, 43 ml of a 25% strength solution of ammonia are added and the mixture is stirred overnight. The reaction mixture is then poured onto ice-water and extracted repeatedly with ethyl acetate. The combined ethy... The reactants are ClC1=C(C=C(C=C1)C)NC1=C(C=NC=2N1N=CC2C(=O)OCC)C(=O)O (7-(2-Chloro-5-methylphenylamino)-3-ethoxycarbonylpyrazolo[1,5-a]pyrimidine-6-carboxylic acid), C1(=CC=CC=C1)C1CCNCC1 (4-phenylpiperidine). Product: ClC1=C(C=C(C=C1)C)NC1=C(C=NC=2N1N=CC2C(=O)OCC)C(=O)N2CCC(CC2)C2=CC=CC=C2 (7-(2-Chloro-5-methylphenylamino)-3-ethoxycarbonyl-6-(4-phenylpiperidine-1-carbonyl)pyrazolo[1,5-a]pyrimidine). The yield is 81.8%. Reaction SMILES: [Cl:1][C:2]1[CH:7]=[CH:6][C:5]([CH3:8])=[CH:4][C:3]=1[NH:9][C:10]1[N:15]2[N:16]=[CH:17][C:18]([C:19]([O:21][CH2:22][CH3:23])=[O:20])=[C:14]2[N:13]=[CH:12][C:11]=1[C:24]([OH:26])=O.[C:27]1([CH:33]2[CH2:38][CH2:37][NH:36][CH2:35][CH2:34]2)[CH:32]=[CH:31][CH:30]=[CH:29][CH:28]=1>>[Cl:1][C:2]1[CH:7]=[CH:6][C:5]([CH3:8])=[CH:4][C:3]=1[NH:9][C:10]1[N:15]2[N:16]=[CH:17][C:18]([C:19]([O:21][CH2:22][CH3:23])=[O:20])=[C:14]2[N:13]=[CH:12][C:11]=1[C:24]([N:36]1[CH2:37][CH2:38][CH:33]([C:27]2[CH:32]=[CH:31][CH:30]=[CH:29][CH:28]=2)[CH2:34][CH2:35]1)=[O:26]. Procedure details: In the same manner as in Example 21, step 5 and using 7-(2-chloro-5-methylphenylamino)-3-ethoxycarbonylpyrazolo[1,5-a]pyrimidine-6-carboxylic acid (72 mg, 0.17 mmol) obtained in step 2 and 4-phenylpiperidine (37 mg, 0.26 mmol), the title compound (72 mg, 84%) was obtained.